From a dataset of the Open Reaction Database (ORD), a public repository of structured organic reaction records. describe an organic reaction: reactants, conditions, products, and yield Reactants: C1CCOC1, Cl, O=C(O)C(Nc1ccccc1)c1ccccc1F, OC1CN2CCC1CC2, On1nnc2ccccc21. Yields the product O=C(OC1CN2CCC1CC2)C(Nc1ccccc1)c1ccccc1F. RXN SMILES: [CH2:39]1[O:40][CH2:41][CH2:42][CH2:43]1.[ClH:1].[F:2][c:3]1[c:4]([CH:9]([C:10](=[O:11])[OH:12])[NH:13][c:14]2[cH:15][cH:16][cH:17][cH:18][cH:19]2)[cH:5][cH:6][cH:7][cH:8]1.[N:20]12[CH2:21][CH:22]([OH:28])[CH:23]([CH2:24][CH2:25]1)[CH2:26][CH2:27]2.[n:29]1([OH:30])[c:31]2[cH:32][cH:33][cH:34][cH:35][c:36]2[n:37][n:38]1>>[F:2][c:3]1[c:4]([CH:9]([C:10]([O:11][CH:22]2[CH2:21][N:20]3[CH2:25][CH2:24][CH:23]2[CH2:26][CH2:27]3)=[O:12])[NH:13][c:14]2[cH:15][cH:16][cH:17][cH:18][cH:19]2)[cH:5][cH:6][cH:7][cH:8]1.